This data is from the Open Reaction Database (ORD), a public repository of structured organic reaction records. The task is: describe an organic reaction: reactants, conditions, products, and yield Reactants: ClC1=NC(=CC=C1)Cl (2,6-dichloropyridine), B1(OC(C(O1)(C)C)(C)C)B2OC(C(O2)(C)C)(C)C (bis(pinacolato)diboron). The reagents and catalysts are [Ir+].ClC1=CCCC=CCC1 (chloro-1,5-cyclooctadiene iridium (I)), N1=CC=CC2=CC=C3C=CC=NC3=C12 (1,10-phenanthroline). Solvent: ClCCCl (1,2-dichloroethane). Reaction conditions: temperature 100 celsius, time 15 hour. Product: pinacol ester, ClC1=NC(=CC(=C1)B(O)O)Cl (2,6-dichloropyridin-4-ylboronic acid). Isolated yield 82.2%. RXN SMILES: [Cl:1][C:2]1[CH:7]=[CH:6][CH:5]=[C:4]([Cl:8])[N:3]=1.[B:9]1(B2OC(C)(C)C(C)(C)O2)[O:13]C(C)(C)C(C)(C)[O:10]1>[Ir+].ClC1CCC=CCCC=1.N1C2C(=CC=C3C=2N=CC=C3)C=CC=1.ClCCCl>[Cl:1][C:2]1[CH:7]=[C:6]([B:9]([OH:13])[OH:10])[CH:5]=[C:4]([Cl:8])[N:3]=1 |f:2.3|. Procedure details: To a mixture of 2,6-dichloropyridine (3.28 g, 22.2 mmol) and bis(pinacolato)diboron (6.2 g, 24.4 mmol) was added 1,10-phenanthroline (0.24 g, 1.3 mmol) and chloro-1,5-cyclooctadiene iridium (I) dimer (0.44 g, 0.66 mmol) under nitrogen followed by anhydrous 1,2-dichloroethane. Nitrogen was bubbled through the mixture for 5 minutes and the reaction was then heated with stirring at 100° C. for 15 hours under an atmosphere of nitrogen. The mixture was allowed to cool to room temperature, poured onto... The reactants are C1(=CC=C(C=C1)C[C@@H](C(=O)O)NCP(=O)(OC)OC)C1=CC=CC=C1 ((S)-3-(Biphenyl-4-yl)-2-(dimethylphosphonomethyl-amino)-propionic acid), CCOCC (ether). The solvent is solution, Br (hydrobromic acid), C(C)(=O)O (acetic acid). Conditions: time 2 hour. The product is C1(=CC=C(C=C1)C[C@@H](C(=O)O)NCP(=O)(O)O)C1=CC=CC=C1 ((S)-3-(biphenyl-4-yl)-2-(phosphonomethylamino)-propionic acid). Reaction SMILES: [C:1]1([C:20]2[CH:25]=[CH:24][CH:23]=[CH:22][CH:21]=2)[CH:6]=[CH:5][C:4]([CH2:7][C@H:8]([NH:12][CH2:13][P:14]([O:18]C)([O:16]C)=[O:15])[C:9]([OH:11])=[O:10])=[CH:3][CH:2]=1.CCOCC>Br.C(O)(=O)C>[C:1]1([C:20]2[CH:25]=[CH:24][CH:23]=[CH:22][CH:21]=2)[CH:2]=[CH:3][C:4]([CH2:7][C@H:8]([NH:12][CH2:13][P:14]([OH:18])([OH:16])=[O:15])[C:9]([OH:11])=[O:10])=[CH:5][CH:6]=1. Reported procedure: (S)-3-(Biphenyl-4-yl)-2-(dimethylphosphonomethyl-amino)-propionic acid (278 mg, 0.76 mmol) is dissolved in a 30% solution of hydrobromic acid in acetic acid (10 mL) under nitrogen. After 2 hours, ether (50 mL) is added and the product precipitates. The mixture is kept at 0° for 18 hours and then filtered. The solid is dissolved in 0.1N sodium hydroxide (25 mL) and the insoluble material is filtered. The filtrate is acidified with 2N hydrochloric acid (5 mL). The gelatinous solid is filtered, was...